From a dataset of the Open Reaction Database (ORD), a public repository of structured organic reaction records. describe an organic reaction: reactants, conditions, products, and yield Starting materials: COC1(CCCCC1)OC (cyclohexanone-dimethylacetal), CC(C)(C)OO (1,1-dimethylethyl hydroperoxide). The reagents and catalysts are C1(=CC=C(C=C1)S(=O)(=O)O)C (p-toluenesulfonic acid). Solvent: CS(=O)C (dimethyl sulfoxide), petroleum ether. Reaction conditions: temperature 20 celsius, time 3 hour. Product: COC1(CCCCC1)OOC(C)(C)C (1-methoxy-1-(1,1-dimethylethylperoxy)cyclohexane). The yield is 64.4%. Reaction SMILES: C[O:2][C:3]1([O:9][CH3:10])[CH2:8][CH2:7][CH2:6][CH2:5][CH2:4]1.[CH3:11][C:12]([O:15]O)([CH3:14])[CH3:13]>C1(C)C=CC(S(O)(=O)=O)=CC=1.CS(C)=O>[CH3:10][O:9][C:3]1([O:2][O:15][C:12]([CH3:14])([CH3:13])[CH3:11])[CH2:8][CH2:7][CH2:6][CH2:5][CH2:4]1. Procedure: A mixed solution consisting of 16.4 g of dimethyl sulfoxide and 1.2 g of p-toluenesulfonic acid was kept at 20° C., and another mixed solution consisting of 28.9 g of cyclohexanone-dimethylacetal and 18.5 g of 1,1-dimethylethyl hydroperoxide was dropwise added to the former mixed solution. The resulting solution has an acid concentration of 0.1 mol/kg of the solution. The solution was stirred at 20° C. for 3 hours to complete the reaction. Then, 20 ml of petroleum ether was added to the solution... Starting materials: Cl.FC1=C(C=C(C=C1)F)NC(C(=O)O)C1=CC=CC=C1 (2-(2,5-Difluorophenylamino)-2-phenylacetic acid hydrochloride), C=1C=CC2=C(C1)N=NN2O (HOBT), N12C[C@@H](C(CC1)CC2)O ((R)-quinuclidin-3-ol), C1CCC(CC1)N=C=NC2CCCCC2 (DCC). Run in C1CCOC1 (THF). Conditions: time 16 hour. The product is FC1=C(C=C(C=C1)F)NC(C(=O)O[C@H]1CN2CCC1CC2)C2=CC=CC=C2 ((R)-quinuclidin-3-yl 2-(2,5-difluorophenylamino)-2-phenylacetate). Isolated yield 80.0%. RXN SMILES: C1CCC(N=C=NC2CCCCC2)CC1.Cl.[F:17][C:18]1[CH:23]=[CH:22][C:21]([F:24])=[CH:20][C:19]=1[NH:25][CH:26]([C:30]1[CH:35]=[CH:34][CH:33]=[CH:32][CH:31]=1)[C:27]([OH:29])=[O:28].C1C=CC2N(O)N=NC=2C=1.[N:46]12[CH2:53][CH2:52][CH:49]([CH2:50][CH2:51]1)[C@@H:48](O)[CH2:47]2>C1COCC1>[F:17][C:18]1[CH:23]=[CH:22][C:21]([F:24])=[CH:20][C:19]=1[NH:25][CH:26]([C:30]1[CH:31]=[CH:32][CH:33]=[CH:34][CH:35]=1)[C:27]([O:29][C@@H:48]1[CH:49]2[CH2:52][CH2:53][N:46]([CH2:51][CH2:50]2)[CH2:47]1)=[O:28] |f:1.2|. Procedure: PS-DCC (914 mg, 1.301 mmol, loading: 1.33 mmol/g) was suspended in dry THF (15 ml). 2-(2,5-Difluorophenylamino)-2-phenylacetic acid hydrochloride (I20) (195 mg, 0.65 mmol), HOBT (199 mg, 1.30 mmol), and (R)-quinuclidin-3-ol (248 mg, 1.95 mmol) were added, and the suspension was shaken at RT for 16 hours (Conversion complete by UPLC-MS). PS-DCC was removed by filtration under suction, and the filtrate was evaporated. The resulting residue was dissolved in EtOAc and washed with sat. NaHCO3, water ... Starting materials: ClC1=CC=C(C=C1)C(CCCCN1CCC(CC1)C=1C=C(C=CC1)NC(C(C)C)=O)=O (N-(3-{1-[5-(4-chlorophenyl)-5-oxopentyl]-4-piperidinyl}phenyl)-2-methylpropanamide), Cl.FC(OC1=CC=C(C=C1)NN)(F)F (4-(trifluoromethoxy)phenylhydrazine hydrochloride). Yields the product ClC1=CC=C(C=C1)C=1NC2=CC=C(C=C2C1CCCN1CCC(CC1)C=1C=C(C=CC1)NC(C(C)C)=O)OC(F)(F)F (N-[3-(1-{3-[2-(4-CHLOROPHENYL)-5-(TRIFLUOROMETHOXY)-1H-INDOL-3-YL]PROPYL}-4-PIPERIDINYL)PHENYL]-2-METHYLPROPANAMIDE). Reaction SMILES: [Cl:1][C:2]1[CH:7]=[CH:6][C:5]([C:8](=O)[CH2:9][CH2:10][CH2:11][CH2:12][N:13]2[CH2:18][CH2:17][CH:16]([C:19]3[CH:20]=[C:21]([NH:25][C:26](=[O:30])[CH:27]([CH3:29])[CH3:28])[CH:22]=[CH:23][CH:24]=3)[CH2:15][CH2:14]2)=[CH:4][CH:3]=1.Cl.[F:33][C:34]([F:45])([F:44])[O:35][C:36]1[CH:41]=[CH:40][C:39]([NH:42]N)=[CH:38][CH:37]=1>>[Cl:1][C:2]1[CH:3]=[CH:4][C:5]([C:8]2[NH:42][C:39]3[C:40]([C:9]=2[CH2:10][CH2:11][CH2:12][N:13]2[CH2:18][CH2:17][CH:16]([C:19]4[CH:20]=[C:21]([NH:25][C:26](=[O:30])[CH:27]([CH3:28])[CH3:29])[CH:22]=[CH:23][CH:24]=4)[CH2:15][CH2:14]2)=[CH:41][C:36]([O:35][C:34]([F:45])([F:44])[F:33])=[CH:37][CH:38]=3)=[CH:6][CH:7]=1 |f:1.2|. Procedure: Prepared by Procedure E and Scheme M using N-(3-{1-[5-(4-chlorophenyl)-5-oxopentyl]-4-piperidinyl}phenyl)-2-methylpropanamide and 4-(trifluoromethoxy)phenylhydrazine hydrochloride: ESMS m/e: 598.2 (M+H)+. Starting materials: C(C)(C)(C)OC(=O)N1CCC(CC1)NC1=C(C=CC=C1)OCC(=O)O (1-t-butyloxycarbonyl-4-((2-carboxymethoxyphenyl)amino)piperidine), C(CCl)Cl.C=1C=CC2=C(C1)N=NN2O (EDC HOBT). Product: C(C)(C)(C)OC(=O)N1CCC(CC1)N1C(COC2=C1C=CC=C2)=O (4-(1-tert-butyloxycarbonyl-4-piperidinyl)-(2H)-1,4-benzoxazin-3(4H)-one), foam. The yield is 86.0%. RXN SMILES: [C:1]([O:5][C:6]([N:8]1[CH2:13][CH2:12][CH:11]([NH:14][C:15]2[CH:20]=[CH:19][CH:18]=[CH:17][C:16]=2[O:21][CH2:22][C:23](O)=[O:24])[CH2:10][CH2:9]1)=[O:7])([CH3:4])([CH3:3])[CH3:2].C(Cl)CCl.C1C=CC2N(O)N=NC=2C=1>>[C:1]([O:5][C:6]([N:8]1[CH2:13][CH2:12][CH:11]([N:14]2[C:15]3[CH:20]=[CH:19][CH:18]=[CH:17][C:16]=3[O:21][CH2:22][C:23]2=[O:24])[CH2:10][CH2:9]1)=[O:7])([CH3:2])([CH3:4])[CH3:3] |f:1.2|. Reported procedure: 1-t-Butyloxycarbonyl-4-((2-carboxymethoxyphenyl)amino)piperidine (5.2 g, 15 mmol) from Step 3 was cyclized using the EDC/HOBT coupling procedure given in Step 5 of Example 1. 4-(1-tert-butyloxycarbonyl-4-piperidinyl)-(2H)-1,4-benzoxazin-3(4H)-one was obtained as a foam (86% yield). The reactants are CN(C)C=O, [H-], [Na+], Cc1ccc(S(=O)(=O)OCC2CC3c4cccc5[nH]cc(c45)CC3N(C)C2)cc1, O, c1nc[nH]n1. The product is CN1CC(Cn2cncn2)CC2c3cccc4[nH]cc(c34)CC21. RXN SMILES: [CH3:8][N:9]([CH3:10])[CH:11]=[O:12].[H-:1].[Na+:2].[O:13]([S:14]([c:15]1[cH:16][cH:17][c:18]([CH3:19])[cH:20][cH:21]1)(=[O:22])=[O:23])[CH2:24][CH:25]1[CH2:26][N:27]([CH3:41])[CH:28]2[CH2:29][c:30]3[cH:31][nH:32][c:33]4[cH:34][cH:35][cH:36][c:37]([c:40]34)[CH:38]2[CH2:39]1.[OH2:42].[nH:3]1[n:4][cH:5][n:6][cH:7]1>>[n:3]1([CH2:24][CH:25]2[CH2:26][N:27]([CH3:41])[CH:28]3[CH2:29][c:30]4[cH:31][nH:32][c:33]5[cH:34][cH:35][cH:36][c:37]([c:40]45)[CH:38]3[CH2:39]2)[n:4][cH:5][n:6][cH:7]1. The reactants are N#N (N2), C(C)OC(C(CBr)=O)=O (3-bromo-2-oxo-propionic acid ethyl ester), C(=O)([O-])[O-].[Na+].[Na+] (Na2CO3), C1(=CC=CC=C1)C=CC(=O)N (3-phenyl-acrylamide), C(=O)(O)[O-].[Na+] (NaHCO3), C(C)OC(C(CBr)=O)=O (3-Bromo-2-oxo-propionic acid ethyl ester), FC(C(=O)OC(C(F)(F)F)=O)(F)F (trifluoroacetic anhydride). Run in C1CCOC1 (THF). Yields the product C(C)OC(=O)C=1N=C(OC1)\C=C\C1=CC=CC=C1 ((E)-2-Styryl-oxazole-4-carboxylic acid ethyl ester). Reaction SMILES: N#N.[C:3]1([CH:9]=[CH:10][C:11]([NH2:13])=[O:12])[CH:8]=[CH:7][CH:6]=[CH:5][CH:4]=1.C([O-])(O)=O.[Na+].[CH2:19]([O:21][C:22](=[O:27])[C:23](=O)[CH2:24]Br)[CH3:20].FC(F)(F)C(OC(=O)C(F)(F)F)=O.C([O-])([O-])=O.[Na+].[Na+]>C1COCC1>[CH2:19]([O:21][C:22]([C:23]1[N:13]=[C:11](/[CH:10]=[CH:9]/[C:3]2[CH:8]=[CH:7][CH:6]=[CH:5][CH:4]=2)[O:12][CH:24]=1)=[O:27])[CH3:20] |f:2.3,6.7.8|. Procedure: In a flame dried round-bottomed flask equipped with a magnetic stir bar and under inert atmosphere (N2), a suspension of 3-phenyl-acrylamide (10.31 g, 67.95 mmol) and NaHCO3 (28.47 g, 339.73 mmol) in THF (260 mL) was treated with 3-bromo-2-oxo-propionic acid ethyl ester (13.04 mL, 88.33 mmol) and the reaction mixture was heated at reflux for 15 h. 3-Bromo-2-oxo-propionic acid ethyl ester (13.04 mL, 88.33 mmol) was added again and the reaction mixture was stirred at reflux for 15 h. The reaction ... Reactants: C(C1=CC=CC=C1)OC1=C(C(=O)OCC2=CC=CC=C2)C=CC(=C1)N(C(CN(S(=O)(=O)C1=CC=C(C=C1)C)C)=O)CC1=CC=C(C=C1)Br (Benzyl 2-(benzyloxy)-4-(N-(4-bromobenzyl)-2-(N,4-dimethylphenylsulfonamido) acetamido)benzoate), C(=O)(O)C1=CC=C(C=C1)B(O)O (4-carboxyphenylboronic acid). The product is C(C1=CC=CC=C1)OC=1C=C(C=CC1C(=O)OCC1=CC=CC=C1)N(C(CN(S(=O)(=O)C1=CC=C(C=C1)C)C)=O)CC1=CC=C(C=C1)C1=CC=C(C=C1)C(=O)O (4′-((N-(3-(benzyloxy)-4-((benzyloxy)carbonyl)phenyl)-2-(N,4-dimethylphenylsulfonamido)acetamido)methyl)-[1,1′-biphenyl]-4-carboxylic acid). Reaction SMILES: [CH2:1]([O:8][C:9]1[CH:24]=[C:23]([N:25]([CH2:41][C:42]2[CH:47]=[CH:46][C:45](Br)=[CH:44][CH:43]=2)[C:26](=[O:40])[CH2:27][N:28]([CH3:39])[S:29]([C:32]2[CH:37]=[CH:36][C:35]([CH3:38])=[CH:34][CH:33]=2)(=[O:31])=[O:30])[CH:22]=[CH:21][C:10]=1[C:11]([O:13][CH2:14]C1C=CC=CC=1)=[O:12])C1C=CC=CC=1.[C:49]([C:52]1[CH:57]=[CH:56][C:55](B(O)O)=[CH:54][CH:53]=1)([OH:51])=[O:50]>>[CH2:1]([O:8][C:9]1[CH:24]=[C:23]([N:25]([CH2:41][C:42]2[CH:43]=[CH:44][C:45]([C:55]3[CH:56]=[CH:57][C:52]([C:49]([OH:51])=[O:50])=[CH:53][CH:54]=3)=[CH:46][CH:47]=2)[C:26](=[O:40])[CH2:27][N:28]([CH3:39])[S:29]([C:32]2[CH:33]=[CH:34][C:35]([CH3:38])=[CH:36][CH:37]=2)(=[O:31])=[O:30])[CH:22]=[CH:21][C:10]=1[C:11]([O:13][CH2:14][C:32]1[CH:37]=[CH:36][CH:35]=[CH:34][CH:33]=1)=[O:12])[C:9]1[CH:24]=[CH:23][CH:22]=[CH:21][CH:10]=1. Procedure details: Aryl halide 9 was coupled to 4-carboxyphenylboronic acid to give 32 on a 0.1 mmol scale via General Procedure H. 32 was not purified at this stage and was deprotected without purification. The reactants are C1CCOC1, CC(C)[N-]C(C)C, CCCc1nc(CC)c(C(C)=O)n1Cc1ccc(I)cc1F, [Li+], ICc1ccccc1Oc1ccccc1. Product: CCCc1nc(CC)c(C(=O)CCc2ccccc2Oc2ccccc2)n1Cc1ccc(I)cc1F. As a reaction SMILES: [CH2:46]1[O:47][CH2:48][CH2:49][CH2:50]1.[CH:23]([N-:24][CH:25]([CH3:26])[CH3:27])([CH3:28])[CH3:29].[F:1][c:2]1[c:3]([CH2:4][n:5]2[c:6]([CH2:15][CH2:16][CH3:17])[n:7][c:8]([CH2:13][CH3:14])[c:9]2[C:10]([CH3:11])=[O:12])[cH:18][cH:19][c:20]([I:22])[cH:21]1.[Li+:30].[O:31]([c:32]1[cH:33][cH:34][cH:35][cH:36][cH:37]1)[c:38]1[c:39]([CH2:40][I:41])[cH:42][cH:43][cH:44][cH:45]1>>[F:1][c:2]1[c:3]([CH2:4][n:5]2[c:6]([CH2:15][CH2:16][CH3:17])[n:7][c:8]([CH2:13][CH3:14])[c:9]2[C:10]([CH2:11][CH2:40][c:39]2[c:38]([O:31][c:32]3[cH:33][cH:34][cH:35][cH:36][cH:37]3)[cH:45][cH:44][cH:43][cH:42]2)=[O:12])[cH:18][cH:19][c:20]([I:22])[cH:21]1.